Dataset: the Open Reaction Database (ORD), a public repository of structured organic reaction records. Task: describe an organic reaction: reactants, conditions, products, and yield Reactants: BrC=1C(C2=CC(=CC=C2C1C1=C(C=C(C=C1)F)F)OCCN1CCN(CC1)S(=O)(=O)C)=O (2-Bromo-3-(2,4-difluorophenyl)-6-{2-[4-(methylsulfonyl)piperazin-1-yl]ethoxy}-1H-inden-1-one), O1CCN(CC1)CCOC1=CC=C2C(=C(C(C2=C1)=O)Br)C1=CC=CC=C1 (6-(2-morpholinoethoxy)-2-bromo-3-phenyl-1H-inden-1-one), FC=1C=C(C=CC1OC)B(O)O (3-fluoro-4-methoxyphenylboronic acid). Product: FC=1C=C(C=CC1OC)C=1C(C2=CC(=CC=C2C1C1=C(C=C(C=C1)F)F)OCCN1CCN(CC1)S(=O)(=O)C)=O (2-(3-fluoro-4-methoxyphenyl)-3-(2,4-difluorophenyl)-6-{2-[4-(methylsulfonyl)piperazin-1-yl]ethoxy}-1H-inden-1-one). Isolated yield 68.0%. RXN SMILES: Br[C:2]1[C:3](=[O:32])[C:4]2[C:9]([C:10]=1[C:11]1[CH:16]=[CH:15][C:14]([F:17])=[CH:13][C:12]=1[F:18])=[CH:8][CH:7]=[C:6]([O:19][CH2:20][CH2:21][N:22]1[CH2:27][CH2:26][N:25]([S:28]([CH3:31])(=[O:30])=[O:29])[CH2:24][CH2:23]1)[CH:5]=2.O1CCN(CCOC2C=C3C(C(C4C=CC=CC=4)=C(Br)C3=O)=CC=2)CC1.[F:59][C:60]1[CH:61]=[C:62](B(O)O)[CH:63]=[CH:64][C:65]=1[O:66][CH3:67]>>[F:59][C:60]1[CH:61]=[C:62]([C:2]2[C:3](=[O:32])[C:4]3[C:9]([C:10]=2[C:11]2[CH:16]=[CH:15][C:14]([F:17])=[CH:13][C:12]=2[F:18])=[CH:8][CH:7]=[C:6]([O:19][CH2:20][CH2:21][N:22]2[CH2:23][CH2:24][N:25]([S:28]([CH3:31])(=[O:30])=[O:29])[CH2:26][CH2:27]2)[CH:5]=3)[CH:63]=[CH:64][C:65]=1[O:66][CH3:67]. Procedure details: The procedure of Step 7 of Example 1 was repeated except for using 2-bromo-3-(2,4-difluorophenyl)-6-{2-[4-(methylsulfonyl)piperazin-1-yl]ethoxy}-1H-inden-1-one obtained in Step 1 of Example 116 as a starting material instead of 6-(2-morpholinoethoxy)-2-bromo-3-phenyl-1H-inden-1-one and 3-fluoro-4-methoxyphenylboronic acid instead of 3-pyridinylboronic acid to obtain the title compound (68%). Reactants: C=1(C(=CC=CC1)C)C (xylene), C1(=CC=CC=C1)P(C1=CC=CC=C1)C1=CC=CC=C1 (triphenyl phosphine), BrCCCCCCCC(=O)O (8-bromooctanoic acid). Run at time 3 hour. The product is 8-triphenylphosphonium octanoic acid bromide salt, CC(CC=CCCCCCCC(=O)O)(C)C (11,11-dimethyldodecan-8-enoic acid). As a reaction SMILES: [C:1]1(P(C2C=CC=CC=2)C2C=CC=CC=2)C=CC=CC=1.Br[CH2:21][CH2:22][CH2:23][CH2:24][CH2:25][CH2:26][CH2:27][C:28]([OH:30])=[O:29].[C:31]1(C)[C:32]([CH3:37])=[CH:33][CH:34]=CC=1>>[CH3:1][C:32]([CH3:37])([CH3:31])[CH2:33][CH:34]=[CH:21][CH2:22][CH2:23][CH2:24][CH2:25][CH2:26][CH2:27][C:28]([OH:30])=[O:29]. Reported procedure: 8-triphenylphosphonium octanoic acid bromide salt (2.43 g) was prepared by reacting triphenyl phosphine with 8-bromooctanoic acid in xylene solvent under reflux conditions, and removing the solvent. The residue was dissolved in THF (20 ml)/DMSO (2 ml) and butyllithium (2.5M; 4 ml) in hexane (4 ml) was added dropwise at 0° C. After warming to room temperature over 30 minutes 3,3-dimethylbutanal (0.5 g) in THF (5 ml) was added dropwise and the mixture stirred at room temperature for 3 hours. Water... Starting materials: BrCC1CO1, O=C([O-])[O-], CC(=O)CC(C)C, [K+], [K+], O=C1CCCc2c(O)cccc2N1. Yields the product O=C1CCCc2c(cccc2OCC2CO2)N1. RXN SMILES: [Br:14][CH2:15][CH:16]1[CH2:17][O:18]1.[C:19](=[O:20])([O-:21])[O-:22].[CH2:25]([C:26]([CH3:27])=[O:28])[CH:29]([CH3:30])[CH3:31].[K+:23].[K+:24].[OH:1][c:2]1[cH:3][cH:4][cH:5][c:6]2[c:7]1[CH2:8][CH2:9][CH2:10][C:11](=[O:13])[NH:12]2>>[O:1]([c:2]1[cH:3][cH:4][cH:5][c:6]2[c:7]1[CH2:8][CH2:9][CH2:10][C:11](=[O:13])[NH:12]2)[CH2:15][CH:16]1[CH2:17][O:18]1. The reactants are CCc1sc2ncccc2c1S(=O)(=O)Cl, C1CCOC1, Cc1noc(N)c1Cl, [H-], [Na+]. Yields the product CCc1sc2ncccc2c1S(=O)(=O)Nc1onc(C)c1Cl. As a reaction SMILES: [CH2:11]([CH3:12])[c:13]1[c:14]([S:22](=[O:23])(=[O:24])[Cl:25])[c:15]2[c:16]([n:17][cH:18][cH:19][cH:20]2)[s:21]1.[CH2:26]1[O:27][CH2:28][CH2:29][CH2:30]1.[Cl:3][c:4]1[c:5]([CH3:10])[n:6][o:7][c:8]1[NH2:9].[H-:2].[Na+:1]>>[Cl:3][c:4]1[c:5]([CH3:10])[n:6][o:7][c:8]1[NH:9][S:22]([c:14]1[c:13]([CH2:11][CH3:12])[s:21][c:16]2[c:15]1[cH:20][cH:19][cH:18][n:17]2)(=[O:23])=[O:24]. Yields the product CCC(=O)[O-], CCc1n(N)cc[n+]1N. The reactants are CCC(=O)[O-], [Cl-], CCc1n(N)cc[n+]1N. As a reaction SMILES: [CH3:11][CH2:12][C:13]([O-:14])=[O:15].[Cl-:1].[NH2:2][n+:3]1[c:4]([CH2:9][CH3:10])[n:5]([NH2:8])[cH:6][cH:7]1>>[CH3:11][CH2:12][C:13](=[O:14])[O-:15].[NH2:2][n+:3]1[c:4]([CH2:9][CH3:10])[n:5]([NH2:8])[cH:6][cH:7]1. The reactants are CC=1C(=C(C(=O)C2=CC=CC=C2)C=CC1)N (3-methyl-2-aminobenzophenone), OO (hydrogen peroxide), ice water. Solvent: C(C)(=O)O (acetic acid). Reaction conditions: time 3 day. Yields the product CC1=CC=CC2=C(ON=C21)C2=CC=CC=C2 (7-Methyl-3-phenyl-2,1-benzisoxazole). The yield is 49.0%. Reaction SMILES: [CH3:1][C:2]1[C:3]([NH2:16])=[C:4]([CH:13]=[CH:14][CH:15]=1)[C:5]([C:7]1[CH:12]=[CH:11][CH:10]=[CH:9][CH:8]=1)=[O:6].OO>C(O)(=O)C>[CH3:1][C:2]1[C:3]2[C:4](=[C:5]([C:7]3[CH:12]=[CH:11][CH:10]=[CH:9][CH:8]=3)[O:6][N:16]=2)[CH:13]=[CH:14][CH:15]=1. Procedure: A solution of 8.4 g (0.04 mole) of 3-methyl-2-aminobenzophenone, 150 ml of acetic acid and 40 ml of 30% hydrogen peroxide was allowed to stand at ambient temperature for 3 days and the resulting solution was poured into 800 ml of ice-water mixture. The solid which precipitated was collected by filtration, washed with water and dried. This solid was recrystallized twice from isopropanol to yield 4.1 g (49%) of tan crystals, m.p. 73°-75° C.